Dataset: the Open Reaction Database (ORD), a public repository of structured organic reaction records. Task: describe an organic reaction: reactants, conditions, products, and yield Reactants: O=C([O-])[O-], CN(C)C=O, N#Cc1ccc(Cl)nc1, [K+], [K+], O, OC1CCNCC1. The product is N#Cc1ccc(N2CCC(O)CC2)nc1. Reaction SMILES: [C:22](=[O:23])([O-:24])[O-:25].[CH3:1][N:2]([CH3:3])[CH:4]=[O:5].[Cl:6][c:7]1[n:8][cH:9][c:10]([C:13]#[N:14])[cH:11][cH:12]1.[K+:26].[K+:27].[OH2:28].[OH:15][CH:16]1[CH2:17][CH2:18][NH:19][CH2:20][CH2:21]1>>[c:7]1([N:19]2[CH2:18][CH2:17][CH:16]([OH:15])[CH2:21][CH2:20]2)[n:8][cH:9][c:10]([C:13]#[N:14])[cH:11][cH:12]1. Starting materials: C(CCCCCCCCCCC)C1=C(C(=O)O)C=CC=C1 (2-dodecylbenzoic acid), S(=O)(Cl)Cl (thionyl chloride), Cl (hydrochloric acid), C(CCC)[Li] (n-butyl lithium). Solvent: C(Cl)Cl (methylene chloride). Run at temperature -20 celsius, time 1 hour. Product: C(CCCCCCCCCCC)C1=C(C(=O)Cl)C=CC=C1 (2-dodecylbenzoyl chloride). Reaction SMILES: [CH2:1]([C:13]1[CH:21]=[CH:20][CH:19]=[CH:18][C:14]=1[C:15](O)=[O:16])[CH2:2][CH2:3][CH2:4][CH2:5][CH2:6][CH2:7][CH2:8][CH2:9][CH2:10][CH2:11][CH3:12].S(Cl)([Cl:24])=O.C([Li])CCC.Cl>C(Cl)Cl>[CH2:1]([C:13]1[CH:21]=[CH:20][CH:19]=[CH:18][C:14]=1[C:15]([Cl:24])=[O:16])[CH2:2][CH2:3][CH2:4][CH2:5][CH2:6][CH2:7][CH2:8][CH2:9][CH2:10][CH2:11][CH3:12]. Procedure: 2-dodecylbenzoyl chloride was prepared from 2-dodecylbenzoic acid (4.06 g, 14 mmoles) and excess thionyl chloride in methylene chloride at 23° C. for 1 hour. Following evaporation of the solvents, the acid chloride was used without purification. A solution of this acid chloride in tetrahydrofuran (15 ml) was added to the cold solution of dianion prepared above, followed by an additional amount of 2.12M n-butyl lithium (6.6 ml). The solution was warmed to -20° C., stirred for 1 hour and poured in... Starting materials: C(C1=CC=CC=C1)(=O)N1CC2=C(N=NC(=C2)S)CC1 (6-benzoyl-5,6,7,8-tetrahydro-3-mercaptopyrido[4,3-c]pyridazine), NC(=S)N (thiourea), Example 41 ( a ), C(C1=CC=CC=C1)(=O)N1CC2=C(N=NC(=C2)Cl)CC1 (6-benzoyl-3-chloro-5,6,7,8-tetrahydropyrido[4,3-c]pyridazine). Procedure: The 6-benzoyl-5,6,7,8-tetrahydro-3-mercaptopyrido[4,3-c]pyridazine, required as starting material, may be obtained in a manner analogous to that described in Example 41 (a), from 27.4 g of 6-benzoyl-3-chloro-5,6,7,8-tetrahydropyrido[4,3-c]pyridazine and 8.4 g of thiourea. After cooling the reaction mixture with ice, the compound precipitates. M.P. 225°-228° (decomp., from glacial acetic acid). Product: C(C1=CC=CC=C1)(=O)N1CC2=C(N=NC(=C2)NN)CC1 (6-Benzoyl-3-hydrazino-5,6,7,8-tetrahydropyrido[4,3-c]pyridazine). RXN SMILES: [C:1]([N:9]1[CH2:19][CH2:18][C:12]2[N:13]=[N:14][C:15](S)=[CH:16][C:11]=2[CH2:10]1)(=[O:8])[C:2]1[CH:7]=[CH:6][CH:5]=[CH:4][CH:3]=1.C(N1CCC2[N:32]=[N:33]C(Cl)=CC=2C1)(=O)C1C=CC=CC=1.NC(N)=S>>[C:1]([N:9]1[CH2:19][CH2:18][C:12]2[N:13]=[N:14][C:15]([NH:32][NH2:33])=[CH:16][C:11]=2[CH2:10]1)(=[O:8])[C:2]1[CH:7]=[CH:6][CH:5]=[CH:4][CH:3]=1. Reactants: O (water), C(C)(=O)OCC (ethyl acetate), resultant mixture, BrCCC1=CC=C(C=O)C=C1 (4-(2-Bromoethyl)benzaldehyde), O1CCCC1 (tetrahydrofuran), solution, C[Mg]Br (methylmagnesium bromide). Run in C(C)OCC (diethyl ether). Product: C1(=CC=C(C=C1)CC(=O)OC)CC(=O)OC (Dimethyl 1,4-phenylenediacetate). Yield: 83.8%. RXN SMILES: Br[CH2:2][CH2:3][C:4]1[CH:11]=[CH:10][C:7]([CH:8]=O)=[CH:6][CH:5]=1.C[Mg]Br.[OH2:15].[C:16]([O:19][CH2:20]C)(=[O:18])C.[O:22]1[CH2:26]CCC1>C(OCC)C>[C:7]1([CH2:8][C:16]([O:19][CH3:20])=[O:18])[CH:10]=[CH:11][C:4]([CH2:3][C:2]([O:22][CH3:26])=[O:15])=[CH:5][CH:6]=1. Procedure: 4-(2-Bromoethyl)benzaldehyde (3.245 g) was dissolved in tetrahydrofuran (60 ml). Under ice cooling, a 3 M solution (4.9 ml) of methylmagnesium bromide in diethyl ether was added dropwise thereinto and the resultant mixture was stirred for 1.5 hr. After adding water and ethyl acetate, the layers were separated and the organic layer was washed with brine, dried over anhydrous magnesium sulfate and concentrated under reduced pressure. The residue was then purified by silica gel column chromatograph...